This data is from the Open Reaction Database (ORD), a public repository of structured organic reaction records. The task is: describe an organic reaction: reactants, conditions, products, and yield Reactants: CCN(C(C)C)C(C)C, Cc1cc(C(=O)Cl)no1, CCOC(C)=O, ClCCl, Nc1cc(C=O)ccc1Cl. As a reaction SMILES: [CH2:11]([N:12]([CH:13]([CH3:14])[CH3:15])[CH:16]([CH3:17])[CH3:18])[CH3:19].[CH3:20][c:21]1[cH:22][c:23]([C:26](=[O:27])[Cl:28])[n:24][o:25]1.[CH3:32][CH2:33][O:34][C:35]([CH3:36])=[O:37].[Cl:29][CH2:30][Cl:31].[NH2:1][c:2]1[cH:3][c:4]([CH:5]=[O:6])[cH:7][cH:8][c:9]1[Cl:10]>>[NH:1]([c:2]1[cH:3][c:4]([CH:5]=[O:6])[cH:7][cH:8][c:9]1[Cl:10])[C:26]([c:23]1[cH:22][c:21]([CH3:20])[o:25][n:24]1)=[O:27]. Product: Cc1cc(C(=O)Nc2cc(C=O)ccc2Cl)no1. The reactants are [BH4-], CCO, O=Cc1cc2cc(Cl)ccc2o1, [Na+], BrP(Br)Br. Yields the product Clc1ccc2oc(CBr)cc2c1. As a reaction SMILES: [BH4-:13].[CH3:19][CH2:20][OH:21].[Cl:1][c:2]1[cH:3][cH:4][c:5]2[c:6]([cH:7][c:8]([CH:10]=[O:11])[o:9]2)[cH:12]1.[Na+:14].[P:15]([Br:16])([Br:17])[Br:18]>>[Cl:1][c:2]1[cH:3][cH:4][c:5]2[c:6]([cH:7][c:8]([CH2:10][Br:16])[o:9]2)[cH:12]1. The reagents and catalysts are [Pd] (palladium). Reaction SMILES: [NH:1](C(OCC1C=CC=CC=1)=O)[C@H:2]([C:5]([NH:7][C@H:8]([C:13]([NH:15][C@H:16]([C:21]([N:23]1[CH2:47][CH2:46][CH2:45][C@H:24]1[C:25]([NH:27][C@H:28]([C:34]([NH:36][NH:37][C:38]([O:40][C:41]([CH3:44])([CH3:43])[CH3:42])=[O:39])=[O:35])[CH2:29][CH2:30][C:31](=[O:33])[NH2:32])=[O:26])=[O:22])[CH2:17][CH:18]([CH3:20])[CH3:19])=[O:14])[CH2:9][C:10](=[O:12])[OH:11])=[O:6])[CH2:3][OH:4]>CO.[Pd]>[NH2:1][C@H:2]([C:5]([NH:7][C@H:8]([C:13]([NH:15][C@H:16]([C:21]([N:23]1[CH2:47][CH2:46][CH2:45][C@H:24]1[C:25]([NH:27][C@H:28]([C:34]([NH:36][NH:37][C:38]([O:40][C:41]([CH3:43])([CH3:42])[CH3:44])=[O:39])=[O:35])[CH2:29][CH2:30][C:31](=[O:33])[NH2:32])=[O:26])=[O:22])[CH2:17][CH:18]([CH3:20])[CH3:19])=[O:14])[CH2:9][C:10](=[O:11])[OH:12])=[O:6])[CH2:3][OH:4]. Reactants: N([C@@H](CO)C(=O)N[C@@H](CC(O)=O)C(=O)N[C@@H](CC(C)C)C(=O)N1[C@H](C(=O)N[C@@H](CCC(N)=O)C(=O)NNC(=O)OC(C)(C)C)CCC1)C(=O)OCC1=CC=CC=C1 (Z-Ser-Asp-Leu-Pro-Gln-NHNHBoc). Yields the product N[C@@H](CO)C(=O)N[C@@H](CC(O)=O)C(=O)N[C@@H](CC(C)C)C(=O)N1[C@H](C(=O)N[C@@H](CCC(N)=O)C(=O)NNC(=O)OC(C)(C)C)CCC1 (H-Ser-Asp-Leu-Pro-Gln-NHNHBoc). The solvent is CO (methanol). Reported procedure: 1.03 Grams of Z-Ser-Asp-Leu-Pro-Gln-NHNHBoc was dissolved in 50 ml of methanol and was catalytically reduced by using palladium as the catalyst to obtain H-Ser-Asp-Leu-Pro-Gln-NHNHBoc. Starting materials: C(C)(C)(C)OC(=O)N1[C@@H](CC(C1)=NOCC1=CC=C(C=C1)OC)C(=O)O ((2S,4EZ)-1-(tert-butoxycarbonyl)-4-{[(4-methoxybenzyl)oxy]imino}-2-pyrrolidinecarboxylic acid), C(C1=CC=CC=C1)(=O)Cl (benzoyl chloride), O1C(=CC=C1)CN (2-furylmethylamine). The product is C(C1=CC=CC=C1)(=O)N1[C@@H](CC(C1)=NOCC1=CC=C(C=C1)OC)C(=O)NCC=1OC=CC1 ((2S,4EZ)-1-benzoyl-N-(2-furylmethyl)-4-{[(4-methoxybenzyl)oxy]-imino}-2-pyrrolidinecarboxamide). Reaction SMILES: C(O[C:6]([N:8]1[CH2:12][C:11](=[N:13][O:14][CH2:15][C:16]2[CH:21]=[CH:20][C:19]([O:22][CH3:23])=[CH:18][CH:17]=2)[CH2:10][C@H:9]1[C:24]([OH:26])=O)=[O:7])(C)(C)C.C(Cl)(=O)[C:28]1[CH:33]=[CH:32][CH:31]=[CH:30][CH:29]=1.[O:36]1[CH:40]=[CH:39][CH:38]=[C:37]1[CH2:41][NH2:42]>>[C:6]([N:8]1[CH2:12][C:11](=[N:13][O:14][CH2:15][C:16]2[CH:17]=[CH:18][C:19]([O:22][CH3:23])=[CH:20][CH:21]=2)[CH2:10][C@H:9]1[C:24]([NH:42][CH2:41][C:37]1[O:36][CH:40]=[CH:39][CH:38]=1)=[O:26])(=[O:7])[C:28]1[CH:29]=[CH:30][CH:31]=[CH:32][CH:33]=1. Reported procedure: Following the general method as outlined in Example 22, starting from (2S,4EZ)-1-(tert-butoxycarbonyl)-4-{[(4-methoxybenzyl)oxy]imino}-2-pyrrolidinecarboxylic acid, benzoyl chloride and 2-furylmethylamine the title compound was obtained in 40% purity by LC/MS. MS(ESI+): m/z=448.2. The reactants are N1=C(C=CC=C1)C=O (2-pyridinecarboxaldehyde), solution, FC(F)(F)[Si](C)(C)C ((trifluoromethyl)trimethylsilane), [F-].C(CCC)[N+](CCCC)(CCCC)CCCC (tetrabutylammonium fluoride). Run in O1CCCC1 (tetrahydrofuran), O1CCCC1 (tetrahydrofuran). Yields the product FC(C(O)C1=CC=NC=C1)(F)F (4-(2,2,2-trifluoro-1-hydroxyethyl)pyridine). RXN SMILES: N1C=CC=CC=1C=[O:8].[F:9][C:10]([Si](C)(C)C)([F:12])[F:11].[F-].C([N+:22]([CH2:31][CH2:32][CH2:33][CH3:34])([CH2:27][CH2:28]CC)CCCC)CCC>O1CCCC1>[F:9][C:10]([F:12])([F:11])[CH:34]([C:33]1[CH:28]=[CH:27][N:22]=[CH:31][CH:32]=1)[OH:8] |f:2.3|. Reported procedure: According to Reference Example 8-12, by use of 2-pyridinecarboxaldehyde (500 μL, 5.24 mmol), (trifluoromethyl)trimethylsilane (928 μL, 6.28 mmol), tetrabutylammonium fluoride (a 1.0 mol/L solution in tetrahydrofuran, 524 μL, 0.524 mmol) and tetrahydrofuran (10 mL), the mixture was stirred and reacted at room temperature for 2 hours. Then, purification by silica gel column chromatography (chloroform/methanol=9/1) was performed to give 4-(2,2,2-trifluoro-1-hydroxyethyl)pyridine (Compound CO) (1.04... The reactants are [Br-], CCOC(=O)c1cnn(C)c1N, CC#N, Cl, CC(C)(C)ON=O. Yields the product CCOC(=O)c1cnn(C)c1Br. RXN SMILES: [Br-:8].[CH2:9]([CH3:10])[O:11][C:12](=[O:13])[c:14]1[cH:15][n:16][n:17]([CH3:20])[c:18]1[NH2:19].[CH3:22][C:23]#[N:24].[ClH:21].[N:1]([O:2][C:3]([CH3:4])([CH3:5])[CH3:6])=[O:7]>>[Br:8][c:18]1[c:14]([C:12]([O:11][CH2:9][CH3:10])=[O:13])[cH:15][n:16][n:17]1[CH3:20].